From a dataset of the Open Reaction Database (ORD), a public repository of structured organic reaction records. describe an organic reaction: reactants, conditions, products, and yield Solvent: CN(C)C=O (DMF). Reactants: CC1=C(C=C(C=C1)C=1OC(=NN1)C)C1=CC=C(C=C1)C(=O)O (2′-Methyl-5′-(5-methyl-1,3,4-oxadiazol-2-yl)-1,1′-biphenyl-4-carboxylic acid), C=1C=CC2=C(C1)N=NN2O (HOBT), Cl.CN(CCCN=C=NCC)C (1-(3-dimethylaminopropyl)-3-ethyl carbodiimide hydrochloride), CN(C1=CC=C(CN)C=C1)C (4-dimethylaminobenzylamine). Reported procedure: 2′-Methyl-5′-(5-methyl-1,3,4-oxadiazol-2-yl)-1,1′-biphenyl-4-carboxylic acid (11.3 mg, 0.034 mmol), HOBT (6.0 mg, 0.044 mmol), 1-(3-dimethylaminopropyl)-3-ethyl carbodiimide hydrochloride (8.0 mg, 0.042 mmol) and 4-dimethylaminobenzylamine (0.34 mmol) were mixed in DMF (0.7 ml) and the reaction left at room temperature for 18 h. The DMF was evaporated under vacuum and the residue partitioned between DCM (0.4 ml) and water (0.4 ml). The organic phase was washed with aqueous sodium hydroxide (0.5M... RXN SMILES: [CH3:1][C:2]1[CH:7]=[CH:6][C:5]([C:8]2[O:9][C:10]([CH3:13])=[N:11][N:12]=2)=[CH:4][C:3]=1[C:14]1[CH:19]=[CH:18][C:17]([C:20](O)=[O:21])=[CH:16][CH:15]=1.C1C=CC2N(O)N=NC=2C=1.Cl.CN(C)CCCN=C=NCC.[CH3:45][N:46]([CH3:55])[C:47]1[CH:54]=[CH:53][C:50]([CH2:51][NH2:52])=[CH:49][CH:48]=1>CN(C=O)C>[CH3:45][N:46]([CH3:55])[C:47]1[CH:54]=[CH:53][C:50]([CH2:51][NH:52][C:20]([C:17]2[CH:16]=[CH:15][C:14]([C:3]3[CH:4]=[C:5]([C:8]4[O:9][C:10]([CH3:13])=[N:11][N:12]=4)[CH:6]=[CH:7][C:2]=3[CH3:1])=[CH:19][CH:18]=2)=[O:21])=[CH:49][CH:48]=1 |f:2.3|. Reaction conditions: time 18 hour. The product is CN(C1=CC=C(CNC(=O)C2=CC=C(C=C2)C2=C(C=CC(=C2)C=2OC(=NN2)C)C)C=C1)C (N-(4-dimethylaminobenzyl)-2′-methyl-5′-(5-methyl-1,3,4-oxadiazol-2-yl)-1,1′-biphenyl-4-carboxamide). The reactants are C1CCOC1 (THF), O (Water), COC=1C=CC2=C(SC(=C2C(=O)C2=CC=C(C=C2)OCCN2CCCCC2)C2CCC(CC2)=O)C1 ((6-methoxy-2-(4-oxocyclohexyl)benzo[b]thien-3-yl][4-[2-(1-piperidinyl)ethoxy]phenyl]methanone), [BH4-].[Na+] (sodium borohydride). The solvent is C(Cl)(Cl)Cl (chloroform), CO (methanol), CO (methanol). Run at temperature 0 celsius, time 15 minute. Yields the product COC=1C=CC2=C(SC(=C2C(=O)C2=CC=C(C=C2)OCCN2CCCCC2)C2CCC(CC2)O)C1 ([6-methoxy-2-(4-hydroxycyclohexyl)benzo[b]thien-3-yl)[4-[2-(1-piperidinyl)ethoxy]phenyl]methanone). Isolated yield 63.7%. As a reaction SMILES: [CH3:1][O:2][C:3]1[CH:4]=[CH:5][C:6]2[C:10]([C:11]([C:13]3[CH:18]=[CH:17][C:16]([O:19][CH2:20][CH2:21][N:22]4[CH2:27][CH2:26][CH2:25][CH2:24][CH2:23]4)=[CH:15][CH:14]=3)=[O:12])=[C:9]([CH:28]3[CH2:33][CH2:32][C:31](=[O:34])[CH2:30][CH2:29]3)[S:8][C:7]=2[CH:35]=1.C1COCC1.[BH4-].[Na+].O>CO.C(Cl)(Cl)Cl>[CH3:1][O:2][C:3]1[CH:4]=[CH:5][C:6]2[C:10]([C:11]([C:13]3[CH:18]=[CH:17][C:16]([O:19][CH2:20][CH2:21][N:22]4[CH2:23][CH2:24][CH2:25][CH2:26][CH2:27]4)=[CH:15][CH:14]=3)=[O:12])=[C:9]([CH:28]3[CH2:29][CH2:30][CH:31]([OH:34])[CH2:32][CH2:33]3)[S:8][C:7]=2[CH:35]=1 |f:2.3|. Procedure details: 50 mg of (6-methoxy-2-(4-oxocyclohexyl)benzo[b]thien-3-yl][4-[2-(1-piperidinyl)ethoxy]phenyl]methanone is dissolved in 4 mL of methanol and 0.5 mL of THF and cooled with ice. 6 mg of sodium borohydride is added, and this mixture is agitated at 0° C. for 15 minutes. Water is added to the reaction mixture, and the organic layer is extracted with ethyl acetate, then washed with water and dried with anhydrous sodium sulfate, after which the solvent is distilled off. The crude product thus obtained i...